From a dataset of the Open Reaction Database (ORD), a public repository of structured organic reaction records. describe an organic reaction: reactants, conditions, products, and yield Starting materials: CCOc1ccc(-n2c(C)c(C(=O)O)c3cc(OC)ccc32)cc1, O=C1OC2(CCNCC2)c2ccccc21. Yields the product CCOc1ccc(-n2c(C)c(C(=O)N3CCC4(CC3)OC(=O)c3ccccc34)c3cc(OC)ccc32)cc1. RXN SMILES: [CH2:16]([CH3:17])[O:18][c:19]1[cH:20][cH:21][c:22](-[n:25]2[c:26]([CH3:39])[c:27]([C:36](=[O:37])[OH:38])[c:28]3[cH:29][c:30]([O:34][CH3:35])[cH:31][cH:32][c:33]23)[cH:23][cH:24]1.[NH:1]1[CH2:2][CH2:3][C:4]2([O:5][C:6](=[O:13])[c:7]3[c:8]2[cH:9][cH:10][cH:11][cH:12]3)[CH2:14][CH2:15]1>>[N:1]1([C:36]([c:27]2[c:26]([CH3:39])[n:25](-[c:22]3[cH:21][cH:20][c:19]([O:18][CH2:16][CH3:17])[cH:24][cH:23]3)[c:33]3[c:28]2[cH:29][c:30]([O:34][CH3:35])[cH:31][cH:32]3)=[O:37])[CH2:2][CH2:3][C:4]2([O:5][C:6](=[O:13])[c:7]3[c:8]2[cH:9][cH:10][cH:11][cH:12]3)[CH2:14][CH2:15]1. Starting materials: BrC1=CC=C(C(=N1)NCC1=C(C=C(C=C1)C1=CC=CC=C1)Cl)[N+](=O)[O-] (6-bromo-2-[N-(2-chloro-4-phenylbenzyl)-amino]-3-nitropyridine). Reagents/catalysts: [Fe] (iron). Solvent: C(C)(=O)O (acetic acid), C(C)O (ethanol). Conditions: time 2 hour. The product is NC=1C(=NC(=CC1)Br)NCC1=C(C=C(C=C1)C1=CC=CC=C1)Cl (3-amino-6-bromo-2-[N-(2-chloro-4-phenylbenzyl)amino]pyridine). The yield is 84.6%. As a reaction SMILES: [Br:1][C:2]1[N:7]=[C:6]([NH:8][CH2:9][C:10]2[CH:15]=[CH:14][C:13]([C:16]3[CH:21]=[CH:20][CH:19]=[CH:18][CH:17]=3)=[CH:12][C:11]=2[Cl:22])[C:5]([N+:23]([O-])=O)=[CH:4][CH:3]=1>C(O)(=O)C.C(O)C.[Fe]>[NH2:23][C:5]1[C:6]([NH:8][CH2:9][C:10]2[CH:15]=[CH:14][C:13]([C:16]3[CH:21]=[CH:20][CH:19]=[CH:18][CH:17]=3)=[CH:12][C:11]=2[Cl:22])=[N:7][C:2]([Br:1])=[CH:3][CH:4]=1. Procedure details: To a solution of 6-bromo-2-[N-(2-chloro-4-phenylbenzyl)-amino]-3-nitropyridine (13.5 g) in acetic acid (27 ml) and ethanol (81 ml) was added iron powder (7.2 g) at room temperature under a nitrogen flow, and the mixture was refluxed under heating. After 2 hr, the reaction mixture was cooled, filtered through celite, and washed with ethyl acetate. The filtrate was concentrated and subjected to azeotropic distillation twice with toluene. Ethyl acetate and saturated aqueous sodium hydrogen carbonat... Reactants: FC=1C=C(C=O)C=C(C1)F (3,5difluorobenzaldehyde), C1(CC1)N (cyclopropylamine). Yields the product C1(CC1)NCC1=CC(=CC(=C1)F)F (Cyclopropyl-(3,5-difluorobenzyl)amine). As a reaction SMILES: [F:1][C:2]1[CH:3]=[C:4]([CH:7]=[C:8]([F:10])[CH:9]=1)[CH:5]=O.[CH:11]1([NH2:14])[CH2:13][CH2:12]1>>[CH:11]1([NH:14][CH2:5][C:4]2[CH:3]=[C:2]([F:1])[CH:9]=[C:8]([F:10])[CH:7]=2)[CH2:13][CH2:12]1. Procedure details: Synthesized according to typical procedure J from 3,5difluorobenzaldehyde and cyclopropylamine. The reactants are [H-].[Na+] (NaH), BrCC#N (bromoacetonitrile), ClC=1C=C(C=CC1F)[C@@H]([C@H]1CN(CCC1)C(=O)OC(C)(C)C)O ((R)-tert-butyl 3-((R)-(3-chloro-4-fluorophenyl)(hydroxy)methyl)piperidine-1-carboxylate), [H-].[Na+] (NaH), BrCC#N (bromoacetonitrile). The solvent is CC#N (CH3CN). Run at temperature -40 celsius, time 1 hour. The product is ClC=1C=C(C=CC1F)[C@@H]([C@H]1CN(CCC1)C(=O)OC(C)(C)C)OCC#N ((R)-tert-butyl 3-((R)-(3-chloro-4-fluorophenyl)(cyanomethoxy)methyl)piperidine-1-carboxylate). Yield: 113.2%. Reaction SMILES: [Cl:1][C:2]1[CH:3]=[C:4]([C@H:9]([OH:23])[C@@H:10]2[CH2:15][CH2:14][CH2:13][N:12]([C:16]([O:18][C:19]([CH3:22])([CH3:21])[CH3:20])=[O:17])[CH2:11]2)[CH:5]=[CH:6][C:7]=1[F:8].[H-].[Na+].Br[CH2:27][C:28]#[N:29]>CC#N>[Cl:1][C:2]1[CH:3]=[C:4]([C@H:9]([O:23][CH2:27][C:28]#[N:29])[C@@H:10]2[CH2:15][CH2:14][CH2:13][N:12]([C:16]([O:18][C:19]([CH3:20])([CH3:22])[CH3:21])=[O:17])[CH2:11]2)[CH:5]=[CH:6][C:7]=1[F:8] |f:1.2|. Procedure details: To a solution of (R)-tert-butyl 3-((R)-(3-chloro-4-fluorophenyl)(hydroxy)methyl)piperidine-1-carboxylate (5.1 g, 15 mmol) in CH3CN (150 mL), NaH (1.8 g, 45 mmol) was added at 0° C. The mixture was stirring for 1 hour. Then the mixture was cooled to −40° C., the bromoacetonitrile (5.4 g, 45 mmol) was added dropwise. The mixture was allowed to warm to 0° C. gradually. The addition of NaH and bromoacetonitrile was repeated three times. The mixture was quenched with H2O and exacted with CH2Cl2. The ... The reactants are C([O-])([O-])=O.[K+].[K+] (potassium carbonate), CI (methyl iodide), [N+](=O)([O-])C=1C=C2C(=CNC2=CC1)C=O (5-Nitroindole-3-carboxaldehyde). Solvent: CN(C=O)C (N,N-dimethylformamide). Run at temperature 60 celsius, time 24 hour. Product: CN1C=C(C2=CC(=CC=C12)[N+](=O)[O-])C=O (1-methyl-5-nitroindole-3-carboxaldehyde). Isolated yield 92.7%. Reaction SMILES: [N+:1]([C:4]1[CH:5]=[C:6]2[C:10](=[CH:11][CH:12]=1)[NH:9][CH:8]=[C:7]2[CH:13]=[O:14])([O-:3])=[O:2].[C:15](=O)([O-])[O-].[K+].[K+].CI>CN(C)C=O>[CH3:15][N:9]1[C:10]2[C:6](=[CH:5][C:4]([N+:1]([O-:3])=[O:2])=[CH:12][CH:11]=2)[C:7]([CH:13]=[O:14])=[CH:8]1 |f:1.2.3|. Procedure: 5-Nitroindole-3-carboxaldehyde (2 g) was dissolved in N,N-dimethylformamide (40 ml), and potassium carbonate (4.0 g) and methyl iodide (5 ml) were added thereto, followed by stirring at 60° C. for 24 hours. The reaction solution was subjected to partitioning with chloroform, methanol and water, and the organic layer was dried over magnesium sulfate. After concentration under reduced pressure, the residue was rinsed with ethyl acetate to give 1-methyl-5-nitroindole-3-carboxaldehyde (Compound III-... Starting materials: BrC1=C(C(=O)OC)C=CC(=C1)C(=O)OC (dimethyl 2-bromoterephthalate), C1(=CC=CC=C1)NC(=O)N (phenylurea). The product is O=C1NC2=CC(=CC=C2C(N1C1=CC=CC=C1)=O)C(=O)OC (methyl 2,4-dioxo-3-phenyl-1,2,3,4-tetrahydroquinazoline-7-carboxylate). RXN SMILES: Br[C:2]1[CH:11]=[C:10]([C:12]([O:14][CH3:15])=[O:13])[CH:9]=[CH:8][C:3]=1[C:4]([O:6]C)=O.[C:16]1([NH:22][C:23]([NH2:25])=[O:24])[CH:21]=[CH:20][CH:19]=[CH:18][CH:17]=1>>[O:24]=[C:23]1[N:22]([C:16]2[CH:21]=[CH:20][CH:19]=[CH:18][CH:17]=2)[C:4](=[O:6])[C:3]2[C:2](=[CH:11][C:10]([C:12]([O:14][CH3:15])=[O:13])=[CH:9][CH:8]=2)[NH:25]1. Procedure details: The title compound was prepared from dimethyl 2-bromoterephthalate (1.50 g, 5.5 mmol) and phenylurea (0.97 g, 7.1 mmol) following the procedure outlined in Example 14, step 1 (1.3 g, 79%). LC-MS: (FA) ES+ 297. The reactants are ClC=1C(OC(C1C1=CC=CC=C1)=O)=O (3-chloro-4-phenylfuran-2,5-dione), CSCCN (2-aminoethyl methyl sulphide). RXN SMILES: [Cl:1][C:2]1[C:3](=[O:14])O[C:5](=[O:13])[C:6]=1[C:7]1[CH:12]=[CH:11][CH:10]=[CH:9][CH:8]=1.[CH3:15][S:16][CH2:17][CH2:18][NH2:19]>C(O)(=O)C>[Cl:1][C:2]1[C:3](=[O:14])[N:19]([CH2:18][CH2:17][S:16][CH3:15])[C:5](=[O:13])[C:6]=1[C:7]1[CH:8]=[CH:9][CH:10]=[CH:11][CH:12]=1. Reported procedure: A solution of 3-chloro-4-phenylfuran-2,5-dione (1.00 mmol, 209 mg) and 2-aminoethyl methyl sulphide (1.00 mmol, 91 mg) in glacial acetic acid (2 mL) was heated in a microwave reactor at 120° C. for two min. After cooling, the solvent was evaporated at reduced pressure. The residue was partitioned between water and CH2Cl2. The organic phase was evaporated and the crude product was purified by HPLC (95% 0.1M ammonium acetate buffer: 5% CH3CN→100% CH3CN) to give 152 mg (54%) of the title compound. ... Solvent: C(C)(=O)O (acetic acid). The product is ClC=1C(N(C(C1C1=CC=CC=C1)=O)CCSC)=O (3-Chloro-1-[2-(methylthio)ethyl]-4-phenyl-1H-pyrrole-2,5-dione). Isolated yield 53.9%. The reactants are C(C)(C)(C)[Si](OC1CCCC(CCC1)N)(C)C (5-(tert-Butyl-dimethyl-silanyloxy)-cyclooctylamine), C(C)(C)N(CC)C(C)C (diisopropylethyl amine), ClC(=O)OCC1=CC=CC=C1 (Benzyl chloroformate). Run in ClCCl (dichloromethane). Yields the product C(C1=CC=CC=C1)OC(NC1CCCC(CCC1)O[Si](C)(C)C(C)(C)C)=O ([5-(tert-Butyl-dimethyl-silanyloxy)-cyclooctyl]-carbamic acid benzyl ester). Reaction SMILES: Cl[C:2]([O:4][CH2:5][C:6]1[CH:11]=[CH:10][CH:9]=[CH:8][CH:7]=1)=[O:3].[C:12]([Si:16]([CH3:28])([CH3:27])[O:17][CH:18]1[CH2:25][CH2:24][CH2:23][CH:22]([NH2:26])[CH2:21][CH2:20][CH2:19]1)([CH3:15])([CH3:14])[CH3:13].C(N(C(C)C)CC)(C)C>ClCCl>[CH2:5]([O:4][C:2](=[O:3])[NH:26][CH:22]1[CH2:23][CH2:24][CH2:25][CH:18]([O:17][Si:16]([C:12]([CH3:15])([CH3:14])[CH3:13])([CH3:27])[CH3:28])[CH2:19][CH2:20][CH2:21]1)[C:6]1[CH:11]=[CH:10][CH:9]=[CH:8][CH:7]=1. Procedure: Benzyl chloroformate (4 mL, 28.02 mmol) was added to a stirred and cooled (0° C.) solution of the product of Example 5C (14.01 mmol) and diisopropylethyl amine (7.5 mL, 42.03 mmol) in dry dichloromethane (50 mL). After the addition, the solution was warmed to room temperature and stirred for another three hours. It was quenched with NaHCO3 solution. The phases were separated and the organic phase was washed with NaHSO4 solution brine, dried (Na2SO4), filtered, and evaporated. The crude [5-(tert-... Starting materials: C(=C)(C)N1C(NC2=C1C=CC=C2)=O (1-Isopropenyl-2-benzimidazolidinone), C(C=C)(=O)OCC (ethyl acrylate), [OH-].C(C1=CC=CC=C1)[N+](C)(C)C (benzyltrimethyl ammonium hydroxide), CO (MeOH). Run in C(C)(=O)OCC (ethyl acetate), CN(C)C=O (DMF). Reaction conditions: time 1.5 hour. Yields the product C(C)OC(CCN1C(N(C2=C1C=CC=C2)C(=C)C)=O)=O (3-(3-Isopropenyl-2-oxo-2,3-dihydro-benzimidazol-1-yl)-propionic acid ethyl ester). Isolated yield 75.9%. RXN SMILES: [C:1]([N:4]1[C:8]2[CH:9]=[CH:10][CH:11]=[CH:12][C:7]=2[NH:6][C:5]1=[O:13])([CH3:3])=[CH2:2].[C:14]([O:18][CH2:19][CH3:20])(=[O:17])[CH:15]=[CH2:16].[OH-].C([N+](C)(C)C)C1C=CC=CC=1.CO>CN(C=O)C.C(OCC)(=O)C>[CH2:19]([O:18][C:14](=[O:17])[CH2:15][CH2:16][N:6]1[C:7]2[CH:12]=[CH:11][CH:10]=[CH:9][C:8]=2[N:4]([C:1]([CH3:3])=[CH2:2])[C:5]1=[O:13])[CH3:20] |f:2.3|. Procedure: To a solution of 1-Isopropenyl-2-benzimidazolidinone (2.5 g, 14.4 mmol) in DMF (10 mL) were added ethyl acrylate (1.7 mL, 15.8 mmol) and benzyltrimethyl ammonium hydroxide in MeOH (1.4 g, 8.6 mmol). The resulting mixture was stirred at room temperature for 1.5 h. When the reaction was complete, the reaction mixture was diluted with ethyl acetate and washed with water (×4). The organic phase was dried over Na2SO4 and concentrated. The resulting residue was purified by silica gel prep TLC using 1:... Reactants: Cl.COC([C@H](N)C)=O (D-alanine methyl ester hydrochloride), C(C#CC)OC1=CC=C(C=C1)S(=O)(=O)Cl (4but-2-ynyloxybenzenesulfonyl chloride). Yields the product sulfonamide ester, COC([C@@H](C)NS(=O)(=O)C1=CC=C(C=C1)OCC#CC)=O ((2R)-2-(4-but-2-ynyloxy-benzenesulfonylamino)-propionic acid methyl ester). Reaction SMILES: Cl.[CH3:2][O:3][C:4](=[O:8])[C@@H:5]([CH3:7])[NH2:6].[CH2:9]([O:13][C:14]1[CH:19]=[CH:18][C:17]([S:20](Cl)(=[O:22])=[O:21])=[CH:16][CH:15]=1)[C:10]#[C:11][CH3:12]>>[CH3:2][O:3][C:4](=[O:8])[C@H:5]([NH:6][S:20]([C:17]1[CH:16]=[CH:15][C:14]([O:13][CH2:9][C:10]#[C:11][CH3:12])=[CH:19][CH:18]=1)(=[O:22])=[O:21])[CH3:7] |f:0.1|. Procedure details: According to the procedure of Example 20, 0.500 g (3.58 mmol) of D-alanine methyl ester hydrochloride and 0.877 g (3.58 mmol) of 4but-2-ynyloxybenzenesulfonyl chloride provided 0.532 g of the NH-sulfonamide ester, (2R)-2-(4-but-2-ynyloxy-benzenesulfonylamino)-propionic acid methyl ester, as a white solid. Electrospray Mass Spec 312.1 (M+H)+